This data is from the Open Reaction Database (ORD), a public repository of structured organic reaction records. The task is: describe an organic reaction: reactants, conditions, products, and yield Reactants: C(C)OC(=O)CS(=O)(=O)Cl (ethoxy carbonyl methanesulfonyl chloride), C[Si](N[Si](C)(C)C)(C)C (hexamethyldisilazane). Solvent: C(Cl)Cl (methylene chloride). The product is C(C)OC(=O)CS(=O)(=O)N (Ethoxycarbonylmethane Sulfonamide). As a reaction SMILES: [CH2:1]([O:3][C:4]([CH2:6][S:7](Cl)(=[O:9])=[O:8])=[O:5])[CH3:2].C[Si](C)(C)[NH:13][Si](C)(C)C>C(Cl)Cl>[CH2:1]([O:3][C:4]([CH2:6][S:7]([NH2:13])(=[O:9])=[O:8])=[O:5])[CH3:2]. Reported procedure: A solution of 54.6 g (0.29 mole) ethoxy carbonyl methanesulfonyl chloride in 250 ml methylene chloride is stirred at 0° under a nitrogen atmosphere while 46.8 g (0.29 mole) hexamethyldisilazane is added dropwise. The resulting cloudy solution is allowed to warm to 25° over one hour and then evaporated in vacuo to an oil which crystallizes: yield of the title product is 48.4 g (100%), mp 63°-67°; lit.1 mp 67°-68°, lit2 mp 66°-68°. Reactants: BrCCOCc1ccccc1, COC(=O)c1cc2[nH]c(-c3ccc(OCc4ccccc4)cc3OCc3ccccc3)c(C3CCCCC3)c2s1, CCOC(C)=O, CN(C)C=O, [H-], [Na+]. Yields the product COC(=O)c1cc2c(s1)c(C1CCCCC1)c(-c1ccc(OCc3ccccc3)cc1OCc1ccccc1)n2CCOCc1ccccc1. RXN SMILES: [Br:43][CH2:44][CH2:45][O:46][CH2:47][c:48]1[cH:49][cH:50][cH:51][cH:52][cH:53]1.[CH2:1]([c:2]1[cH:3][cH:4][cH:5][cH:6][cH:7]1)[O:8][c:9]1[c:10](-[c:23]2[c:24]([CH:35]3[CH2:36][CH2:37][CH2:38][CH2:39][CH2:40]3)[c:25]3[c:26]([nH:27]2)[cH:28][c:29]([C:31](=[O:32])[O:33][CH3:34])[s:30]3)[cH:11][cH:12][c:13]([O:15][CH2:16][c:17]2[cH:18][cH:19][cH:20][cH:21][cH:22]2)[cH:14]1.[CH3:54][CH2:55][O:56][C:57](=[O:58])[CH3:59].[CH3:60][N:61]([CH3:62])[CH:63]=[O:64].[H-:41].[Na+:42]>>[CH2:1]([c:2]1[cH:3][cH:4][cH:5][cH:6][cH:7]1)[O:8][c:9]1[c:10](-[c:23]2[c:24]([CH:35]3[CH2:36][CH2:37][CH2:38][CH2:39][CH2:40]3)[c:25]3[c:26]([n:27]2[CH2:44][CH2:45][O:46][CH2:47][c:48]2[cH:49][cH:50][cH:51][cH:52][cH:53]2)[cH:28][c:29]([C:31](=[O:32])[O:33][CH3:34])[s:30]3)[cH:11][cH:12][c:13]([O:15][CH2:16][c:17]2[cH:18][cH:19][cH:20][cH:21][cH:22]2)[cH:14]1. The reactants are CCCCCC.C(C)(=O)OCC (hexane ethyl acetate), [OH-].[K+] (Potassium hydroxide), ClC=1C(=NC=CC1)N1N=C(C=C1C(=O)OCC)C(F)(F)F (ethyl 1-(3-chloro-2-pyridinyl)-3-(trifluoromethyl)-1H-pyrazole-5-carboxylate), ClC=1C(=NC=CC1)N1N=C(C=C1C(=O)OCC)C(F)(F)F (ethyl 1-(3-chloro-2-pyridinyl)-3-(trifluoromethyl)-1H-pyrazole-5-carboxylate). The solvent is O (water), C(C)O (ethanol). Run at time 30 minute. The product is ClC=1C(=NC=CC1)N1N=C(C=C1C(=O)O)C(F)(F)F (1-(3-chloro-2-pyridinyl)-3-(trifluoromethyl)-1H-pyrazole-5-carboxylic acid). Yield: 93.0%. As a reaction SMILES: [OH-].[K+].[Cl:3][C:4]1[C:5]([N:10]2[C:14]([C:15]([O:17]CC)=[O:16])=[CH:13][C:12]([C:20]([F:23])([F:22])[F:21])=[N:11]2)=[N:6][CH:7]=[CH:8][CH:9]=1.CCCCCC.C(OCC)(=O)C>O.C(O)C>[Cl:3][C:4]1[C:5]([N:10]2[C:14]([C:15]([OH:17])=[O:16])=[CH:13][C:12]([C:20]([F:23])([F:21])[F:22])=[N:11]2)=[N:6][CH:7]=[CH:8][CH:9]=1 |f:0.1,3.4|. Procedure details: Potassium hydroxide (0.5 g, 85%, 2.28 mmol) in water (1 mL) was added to ethyl 1-(3-chloro-2-pyridinyl)-3-(trifluoromethyl)-1H-pyrazole-5-carboxylate (i.e. the product of Step D) (0.66 g, 2.07 mmol) in ethanol (3 mL). After about 30 minutes, the solvent was removed under reduced pressure, and the mixture was dissolved in water (40 mL). The solution was washed with ethyl acetate (20 mL). The aqueous layer was acidified with concentrated hydrochloric acid and was extracted with ethyl acetate (3×20... Starting materials: CCN=C=NCCCN(C)C.Cl (WSCI.HCl), CN(C)C=O (DMF), CC(=O)NC=1C=CC(=CC1)CC(=O)O (actarit), C(C)(C)(C)OC(=O)C(CC)(O)N (t-butoxycarbonyl-aminopropanol). Reagents/catalysts: CN(C)C=1C=CN=CC1 (DMAP). Solvent: C(C)(=O)OCC (Ethyl acetate), ClCCl (dichloromethane). Reaction conditions: time 8 hour. Product: C(=O)(OC(C)(C)C)C(CC)(O)N.CC(=O)NC=1C=CC(=CC1)CC(=O)O (Boc-aminopropanol actarit). The yield is 78.4%. RXN SMILES: [C:1]([O:5][C:6]([C:8]([NH2:12])([OH:11])[CH2:9][CH3:10])=[O:7])([CH3:4])([CH3:3])[CH3:2].CN(C=O)C.[CH3:18][C:19]([NH:21][C:22]1[CH:23]=[CH:24][C:25]([CH2:28][C:29]([OH:31])=[O:30])=[CH:26][CH:27]=1)=[O:20].CCN=C=NCCCN(C)C.Cl>ClCCl.CN(C1C=CN=CC=1)C.C(OCC)(=O)C>[C:6]([C:8]([NH2:12])([OH:11])[CH2:9][CH3:10])([O:5][C:1]([CH3:2])([CH3:4])[CH3:3])=[O:7].[CH3:18][C:19]([NH:21][C:22]1[CH:27]=[CH:26][C:25]([CH2:28][C:29]([OH:31])=[O:30])=[CH:24][CH:23]=1)=[O:20] |f:3.4,8.9|. Reported procedure: In 2 ml of dichloromethane, 123.1 mg (0.703 mmol) of the Boc-aminopropanol obtained in Reference Example 1 was dissolved, and then a DMF solution (1 ml) of 136.0 mg (0.704 mmol) of actarit was added thereto, and 17.1 mg (0.140 mmol) of DMAP and 175.4 mg (0.915 mmol) of WSCI.HCl were added thereto in this order under ice-cooling, followed by stirring overnight while gradually returning to room temperature. Ethyl acetate was added thereto, followed by separation by washing with 5% aqueous citric a...